Dataset: the Open Reaction Database (ORD), a public repository of structured organic reaction records. Task: describe an organic reaction: reactants, conditions, products, and yield Starting materials: C(C(=C)C)(=O)O (methacrylic acid), ClCC(=O)OCC (ethyl chloroacetate). Run in C(C)N(CC)CC (triethylamine). Conditions: temperature 60 celsius, time 5 minute. Product: C(C(=C)C)(=O)OCC(=O)OCC (Ethyl Methacryloxyacetate). As a reaction SMILES: [C:1]([OH:6])(=[O:5])[C:2]([CH3:4])=[CH2:3].Cl[CH2:8][C:9]([O:11][CH2:12][CH3:13])=[O:10]>C(N(CC)CC)C>[C:1]([O:6][CH2:8][C:9]([O:11][CH2:12][CH3:13])=[O:10])(=[O:5])[C:2]([CH3:4])=[CH2:3]. Procedure: To a flask equipped with a stirrer was added 172.8 parts methacrylic acid and 202 parts triethylamine. This mixture was allowed to stir for 5 min. To this was added 245 parts ethyl chloroacetate. The reactants were heated to 60° C. and the exotherm carried the temperature up to 100° C. The temperature was kept between 90°-97° C. by cooling for 1/2 hour after which heat was supplied to hold the temperature at 90° for 1 hour. The mixture was cooled and filtered. This crude product was distilled at...